From a dataset of the Open Reaction Database (ORD), a public repository of structured organic reaction records. describe an organic reaction: reactants, conditions, products, and yield Reactants: N#CCCC(Br)c1ccccc1, CC(C)(C)OC(=O)N1CCNCC1, [K+], [K+], O=C([O-])[O-], CN(C)C=O. The product is CC(C)(C)OC(=O)N1CCN(C(CCC#N)c2ccccc2)CC1. As a reaction SMILES: [Br:14][CH:15]([CH2:16][CH2:17][C:18]#[N:19])[c:20]1[cH:21][cH:22][cH:23][cH:24][cH:25]1.[C:1]([CH3:2])([CH3:3])([CH3:4])[O:5][C:6](=[O:7])[N:8]1[CH2:9][CH2:10][NH:11][CH2:12][CH2:13]1.[K+:26].[K+:27].[O-:28][C:29]([O-:30])=[O:31].[O:32]=[CH:33][N:34]([CH3:35])[CH3:36]>>[C:1]([CH3:2])([CH3:3])([CH3:4])[O:5][C:6](=[O:7])[N:8]1[CH2:9][CH2:10][N:11]([CH:15]([CH2:16][CH2:17][C:18]#[N:19])[c:20]2[cH:21][cH:22][cH:23][cH:24][cH:25]2)[CH2:12][CH2:13]1. Starting materials: Cl, COC(=O)C1=Cc2cc(-c3ccc(N4CCCCC4)cc3)ccc2S(=O)(=O)CC1. The product is O=C(O)C1=Cc2cc(-c3ccc(N4CCCCC4)cc3)ccc2S(=O)(=O)CC1. As a reaction SMILES: [ClH:30].[N:1]1([c:7]2[cH:8][cH:9][c:10](-[c:13]3[cH:14][cH:15][c:16]4[c:17]([cH:29]3)[CH:18]=[C:19]([C:25](=[O:26])[O:27][CH3:28])[CH2:20][CH2:21][S:22]4(=[O:23])=[O:24])[cH:11][cH:12]2)[CH2:2][CH2:3][CH2:4][CH2:5][CH2:6]1>>[N:1]1([c:7]2[cH:8][cH:9][c:10](-[c:13]3[cH:14][cH:15][c:16]4[c:17]([cH:29]3)[CH:18]=[C:19]([C:25](=[O:26])[OH:27])[CH2:20][CH2:21][S:22]4(=[O:23])=[O:24])[cH:11][cH:12]2)[CH2:2][CH2:3][CH2:4][CH2:5][CH2:6]1.